The task is: describe an organic reaction: reactants, conditions, products, and yield. This data is from the Open Reaction Database (ORD), a public repository of structured organic reaction records. The reactants are CS(=O)(=O)OCc1ccc(Br)cn1, O=C([O-])[O-], CC#N, ClCCl, [Cs+], [Cs+], O=C1NCC2(CCCCC2)O1. Product: O=C1OC2(CCCCC2)CN1Cc1ccc(Br)cn1. As a reaction SMILES: [Br:1][c:2]1[cH:3][cH:4][c:5]([CH2:8][O:9][S:10]([CH3:11])(=[O:12])=[O:13])[n:6][cH:7]1.[C:14](=[O:15])([O-:16])[O-:17].[CH3:31][C:32]#[N:33].[Cl:34][CH2:35][Cl:36].[Cs+:18].[Cs+:19].[O:20]1[C:21](=[O:30])[NH:22][CH2:23][C:24]12[CH2:25][CH2:26][CH2:27][CH2:28][CH2:29]2>>[Br:1][c:2]1[cH:3][cH:4][c:5]([CH2:8][N:22]2[C:21](=[O:30])[O:20][C:24]3([CH2:23]2)[CH2:25][CH2:26][CH2:27][CH2:28][CH2:29]3)[n:6][cH:7]1. Starting materials: [BH4-], CC(=O)[O-], CC(=O)[O-], C1=CC2(CCCC1)OCCO2, [Cl-], [Hg+2], [Na+], [Na+], [Na+], C1CCOC1, [OH-], O. Product: OC1CCCCC2(C1)OCCO2. Reaction SMILES: [BH4-:17].[C:24]([O-:25])(=[O:26])[CH3:27].[C:29]([O-:30])(=[O:31])[CH3:32].[CH2:6]1[CH2:7][O:8][C:9]2([CH:10]=[CH:11][CH2:12][CH2:13][CH2:14][CH2:15]2)[O:16]1.[Cl-:20].[Hg+2:28].[Na+:18].[Na+:19].[Na+:23].[O:1]1[CH2:2][CH2:3][CH2:4][CH2:5]1.[OH-:22].[OH2:21]>>[OH:1][CH:11]1[CH2:10][C:9]2([O:8][CH2:7][CH2:6][O:16]2)[CH2:15][CH2:14][CH2:13][CH2:12]1. Reactants: O=C([O-])O, CCOC(C)=O, NC(Cc1ccc(C(F)(F)F)cc1)C(O)c1ccc(Oc2ccccc2)cc1, [Na+], O, O=C(Cl)CCc1ccccc1. The product is O=C(CCc1ccccc1)NC(Cc1ccc(C(F)(F)F)cc1)C(O)c1ccc(Oc2ccccc2)cc1. As a reaction SMILES: [C:40](=[O:41])([O-:42])[OH:43].[CH3:45][CH2:46][O:47][C:48](=[O:49])[CH3:50].[NH2:1][CH:2]([CH:3]([OH:4])[c:5]1[cH:6][cH:7][c:8]([O:11][c:12]2[cH:13][cH:14][cH:15][cH:16][cH:17]2)[cH:9][cH:10]1)[CH2:18][c:19]1[cH:20][cH:21][c:22]([C:25]([F:26])([F:27])[F:28])[cH:23][cH:24]1.[Na+:44].[OH2:51].[c:29]1([CH2:35][CH2:36][C:37](=[O:38])[Cl:39])[cH:30][cH:31][cH:32][cH:33][cH:34]1>>[NH:1]([CH:2]([CH:3]([OH:4])[c:5]1[cH:6][cH:7][c:8]([O:11][c:12]2[cH:13][cH:14][cH:15][cH:16][cH:17]2)[cH:9][cH:10]1)[CH2:18][c:19]1[cH:20][cH:21][c:22]([C:25]([F:26])([F:27])[F:28])[cH:23][cH:24]1)[C:37]([CH2:36][CH2:35][c:29]1[cH:30][cH:31][cH:32][cH:33][cH:34]1)=[O:38]. The reactants are ClC1=CC=C2C(=C1)NC(C21C(NC(CC1C1=C(C=CC(=C1)Cl)OC(CO)(C)C)=O)C1=C(C=CC(=C1)F)C)=O (racemic (2′S,3S,4′R)-6-chloro-4′-[5-chloro-2-(2-hydroxy-1,1-dimethyl-ethoxy)-phenyl]-2′-[5-fluoro-2-methylphenyl]-spiro[3H-indole-3,3′-piperidine]-2,6′(1H)-dione), CCN=C=NCCCN(C)C.Cl (EDCl), C=1C=CC2=C(C1)N=NN2O (HOBt), CCN(C(C)C)C(C)C (DIPEA), NCCNC(C)=O (N-(2-amino-ethyl)-acetamide). The solvent is C1CCOC1 (THF). Run at time 8 hour. Product: C(C)(=O)NCCNC(=O)C(C)(OC1=C(C=C(C=C1)Cl)C1C2(C(NC(C1)=O)C1=C(C=CC(=C1)F)C)C(NC1=CC(=CC=C12)Cl)=O)C (Racemic (2′S,3S,4′R)-4′-{2-[1-(2-acetylamino-ethylcarbamoyl)-1-methyl-ethoxy]-5-chloro-phenyl}-6-chloro-2′-(5-fluoro-2-methyl-phenyl)spiro[3H-indole-3,3′-piperidine]-2,6′(1H)-dione). Yield: 28.0%. Reaction SMILES: [Cl:1][C:2]1[CH:7]=[C:6]2[NH:8][C:9](=[O:38])[C:10]3([CH:15]([C:16]4[CH:21]=[C:20]([Cl:22])[CH:19]=[CH:18][C:17]=4[O:23][C:24]([CH3:28])([CH3:27])[CH2:25][OH:26])[CH2:14][C:13](=[O:29])[NH:12][CH:11]3[C:30]3[CH:35]=[C:34]([F:36])[CH:33]=[CH:32][C:31]=3[CH3:37])[C:5]2=[CH:4][CH:3]=1.CCN=C=NCCCN(C)C.Cl.C1C=CC2N(O)N=NC=2C=1.CCN(C(C)C)C(C)C.[NH2:70][CH2:71][CH2:72][NH:73][C:74](=[O:76])[CH3:75]>C1COCC1>[C:74]([NH:73][CH2:72][CH2:71][NH:70][C:25]([C:24]([CH3:28])([O:23][C:17]1[CH:18]=[CH:19][C:20]([Cl:22])=[CH:21][C:16]=1[CH:15]1[CH2:14][C:13](=[O:29])[NH:12][CH:11]([C:30]2[CH:35]=[C:34]([F:36])[CH:33]=[CH:32][C:31]=2[CH3:37])[C:10]21[C:5]1[C:6](=[CH:7][C:2]([Cl:1])=[CH:3][CH:4]=1)[NH:8][C:9]2=[O:38])[CH3:27])=[O:26])(=[O:76])[CH3:75] |f:1.2|. Procedure: To a mixture of racemic (2′S,3S,4′R)-6-chloro-4′-[5-chloro-2-(2-hydroxy-1,1-dimethyl-ethoxy)-phenyl]-2′-[5-fluoro-2-methylphenyl]-spiro[3H-indole-3,3′-piperidine]-2,6′(1H)-dione (35 mg, 0.06 mmol), EDCl (18 mg, 0.094 mmol), HOBt (14 mg, 0.094 mmol) and DIPEA (23 mg, 0.2 mmol) in THF (2 mL) was added N-(2-amino-ethyl)-acetamide (19 mg, 0.18 mmol). The mixture was stirred at room temperature overnight, purified by prep-HPLC to give the title compound as a white solid (11 mg).